describe an organic reaction: reactants, conditions, products, and yield From a dataset of the Open Reaction Database (ORD), a public repository of structured organic reaction records. Reactants: O=C(C=1C=CC=C(SC)C1)N(C)C. Reagents/catalysts: O1B(OC(C)(C)C1(C)C)B2OC(C)(C)C(O2)(C)C, FC(F)(F)C1OB(OC1)C=2C=CC=CC2C=3C=NC(=CC3)C4=NC=CC=C4, C[OH2+].C[OH2+].C1CC=CCCC=C1.C1CC=CCCC=C1.[Ir].[Ir]. Run in C=1C=C(C=CC1C)C. Run at temperature 55 celsius, time 24 hour. The product is O=C(C1=CC=C(B2OC(C)(C)C(O2)(C)C)C(SC)=C1)N(C)C. Isolated yield 77.0%. Procedure: Ligand 3f: A mixture of ortho- and meta-borylated products (124 mg, 77% yield, ortho/meta + para = >30); ortho-borylated product 4q was obtained by further purification by GPC (91 mg, 57% yield), yellow solid (mp. 118-120 oC) Starting materials: ClC=1N=C(C2=C(N1)C=CC(=N2)CC2CCN(CC2)C(C)=O)N2CCOCC2 (1-(4-((2-Chloro-4-morpholinopyrido[3,2-d]pyrimidin-6-yl)methyl)piperidin-1-yl)ethanone), CN(C1=NC2=C(N1)C=CC=C2)C (N,N-dimethyl-1H-benzo[d]imidazol-2-amine). Product: CN(C1=NC2=C(N1C=1N=C(C3=C(N1)C=CC(=N3)CC3CCN(CC3)C(C)=O)N3CCOCC3)C=CC=C2)C (1-(4-((2-(2-(dimethylamino)-1H-benzo[d]imidazol-1-yl)-4-morpholinopyrido[3,2-d]pyrimidin-6-yl)methyl)piperidin-1-yl)ethanone). RXN SMILES: Cl[C:2]1[N:3]=[C:4]([N:22]2[CH2:27][CH2:26][O:25][CH2:24][CH2:23]2)[C:5]2[N:11]=[C:10]([CH2:12][CH:13]3[CH2:18][CH2:17][N:16]([C:19](=[O:21])[CH3:20])[CH2:15][CH2:14]3)[CH:9]=[CH:8][C:6]=2[N:7]=1.[CH3:28][N:29]([CH3:39])[C:30]1[NH:34][C:33]2[CH:35]=[CH:36][CH:37]=[CH:38][C:32]=2[N:31]=1>>[CH3:28][N:29]([CH3:39])[C:30]1[N:31]([C:2]2[N:3]=[C:4]([N:22]3[CH2:23][CH2:24][O:25][CH2:26][CH2:27]3)[C:5]3[N:11]=[C:10]([CH2:12][CH:13]4[CH2:14][CH2:15][N:16]([C:19](=[O:21])[CH3:20])[CH2:17][CH2:18]4)[CH:9]=[CH:8][C:6]=3[N:7]=2)[C:32]2[CH:38]=[CH:37][CH:36]=[CH:35][C:33]=2[N:34]=1. Procedure: 1-(4-((2-Chloro-4-morpholinopyrido[3,2-d]pyrimidin-6-yl)methyl)piperidin-1-yl)ethanone from Example 148 (0.125 g) was reacted with N,N-dimethyl-1H-benzo[d]imidazol-2-amine via General Procedure D to produce 47.5 mg of 165 following reverse phase HPLC purification. MS (Q1) 515.2 (M)+ Reactants: Cl.ClC1=C(C=CC(=C1)C(C(CC)CN(C)C)=O)OCC(=O)O ([2-Chloro-4-(2-dimethylaminomethylbutyryl)phenyoxy]acetic acid hydrochloride), C([O-])(O)=O.[Na+] (sodium bicarbonate). Solvent: O (water). The product is ClC1=C(OCC(=O)O)C=CC(=C1)C(C(CC)=C)=O ([2-Chloro-4-(2-methylenebutyryl)phenoxy]acetic Acid). As a reaction SMILES: Cl.[Cl:2][C:3]1[CH:8]=[C:7]([C:9](=[O:17])[CH:10]([CH2:13]N(C)C)[CH2:11][CH3:12])[CH:6]=[CH:5][C:4]=1[O:18][CH2:19][C:20]([OH:22])=[O:21].C(=O)(O)[O-].[Na+]>O>[Cl:2][C:3]1[CH:8]=[C:7]([C:9](=[O:17])[C:10](=[CH2:13])[CH2:11][CH3:12])[CH:6]=[CH:5][C:4]=1[O:18][CH2:19][C:20]([OH:22])=[O:21] |f:0.1,2.3|. Procedure: [2-Chloro-4-(2-dimethylaminomethylbutyryl)phenyoxy]acetic acid hydrochloride (8.7 g., 0.025 mole), water (100 ml.), and saturated aqueous sodium bicarbonate (100 ml.) are combined and heated on a steam bath for 2.5 hours. The reaction mixture is acidified, extracted with ether and dried over magnesium sulfate. Distillation of the solvent at reduced pressure leaves 1.3 g. (20%) of [2-chloro-4-(2-methylenebutyryl)phenoxy]acetic acid which melts at 83.5°-85.5° C. after recrystallization from methyl... The reactants are CC(=O)N1CCC(C(=O)c2ccc(C)cc2F)CC1, Cl. Product: Cl, Cc1ccc(C(=O)C2CCNCC2)c(F)c1. As a reaction SMILES: [C:1](=[O:2])([CH3:3])[N:4]1[CH2:5][CH2:6][CH:7]([C:10]([c:11]2[c:12]([F:18])[cH:13][c:14]([CH3:17])[cH:15][cH:16]2)=[O:19])[CH2:8][CH2:9]1.[ClH:20]>>[ClH:20].[NH:4]1[CH2:5][CH2:6][CH:7]([C:10]([c:11]2[c:12]([F:18])[cH:13][c:14]([CH3:17])[cH:15][cH:16]2)=[O:19])[CH2:8][CH2:9]1. The reactants are C1(CCCCC1)N=C=NC1CCCCC1 (N,N'-dicyclohexylcarbodiimide), OCCC[C@@H]1CC[C@H](CC1)[C@@H]1CC[C@H](CC1)C(=O)O (trans-4-(trans-4-[3-hydroxypropyl]cyclohexyl)cyclohexanecarboxylic acid), C(C=C)(=O)O (acrylic acid). The reagents and catalysts are CN(C1=CC=NC=C1)C (4-(dimethylamino)pyridine). Run in ClCCl (dichloromethane). Conditions: time 8 hour. The product is C(C=C)(=O)OCCC[C@@H]1CC[C@H](CC1)[C@@H]1CC[C@H](CC1)C(=O)O (trans-4-(trans-4-[3-acryloyloxypropyl]cyclohexyl)cyclohexanecarboxylic acid). The yield is 78.2%. As a reaction SMILES: C1(N=C=NC2CCCCC2)CCCCC1.[OH:16][CH2:17][CH2:18][CH2:19][C@H:20]1[CH2:25][CH2:24][C@H:23]([C@H:26]2[CH2:31][CH2:30][C@H:29]([C:32]([OH:34])=[O:33])[CH2:28][CH2:27]2)[CH2:22][CH2:21]1.[C:35](O)(=[O:38])[CH:36]=[CH2:37]>CN(C)C1C=CN=CC=1.ClCCl>[C:35]([O:16][CH2:17][CH2:18][CH2:19][C@H:20]1[CH2:25][CH2:24][C@H:23]([C@H:26]2[CH2:31][CH2:30][C@H:29]([C:32]([OH:34])=[O:33])[CH2:28][CH2:27]2)[CH2:22][CH2:21]1)(=[O:38])[CH:36]=[CH2:37]. Procedure details: 4.2 g of N,N'-dicyclohexylcarbodiimide were added within 5 minutes while stirring to a solution of 5.2 g of trans-4-(trans-4-[3-hydroxypropyl]cyclohexyl)cyclohexanecarboxylic acid, 1.2 g of acrylic acid and 0.2 g 4-(dimethylamino)pyridine in 25 ml of dichloromethane. The reaction mixture was stirred overnight, filtered and then concentrated. Chromatography of the residue on silica gel with hexane/ethyl acetate (vol. 8:2) and recrystallization from ethyl alcohol of the fractions which were pure a... Starting materials: OC1=C(C=NC=2N1N=CC2)C(=O)OCC (ethyl 7-hydroxypyrazolo[1,5-a]pyrimidine-6-carboxylate), ClC1=CC(=C(N)C=C1)C (4-chloro-2-methylaniline). Yields the product ClC1=CC(=C(C=C1)NC1=C(C=NC=2N1N=CC2)C(=O)OCC)C (Ethyl 7-(4-chloro-2-methylphenylamino)pyrazolo[1,5-a]pyrimidine-6-carboxylate). Yield: 47.7%. Reaction SMILES: O[C:2]1[N:7]2[N:8]=[CH:9][CH:10]=[C:6]2[N:5]=[CH:4][C:3]=1[C:11]([O:13][CH2:14][CH3:15])=[O:12].[Cl:16][C:17]1[CH:23]=[CH:22][C:20]([NH2:21])=[C:19]([CH3:24])[CH:18]=1>>[Cl:16][C:17]1[CH:23]=[CH:22][C:20]([NH:21][C:2]2[N:7]3[N:8]=[CH:9][CH:10]=[C:6]3[N:5]=[CH:4][C:3]=2[C:11]([O:13][CH2:14][CH3:15])=[O:12])=[C:19]([CH3:24])[CH:18]=1. Procedure details: Using ethyl 7-hydroxypyrazolo[1,5-a]pyrimidine-6-carboxylate (5.00 g, 24.1 mmol) and 4-chloro-2-methylaniline (5.13 g, 36.2 mmol) instead of 4-fluoro-2-methylaniline, and in the same manner as in Example 1 step 1, the title compound (3.80 g, 48%) was obtained. The reactants are CCOC(=O)C(=O)OCC, [H-], [Na+], O=C1CCCC1, C1CCOC1, O. Product: CCOC(=O)C(=O)C1CCCC1=O. Reaction SMILES: [C:7]([C:8](=[O:9])[O:10][CH2:11][CH3:12])(=[O:13])[O:14][CH2:15][CH3:16].[H-:17].[Na+:18].[O:1]=[C:2]1[CH2:3][CH2:4][CH2:5][CH2:6]1.[O:20]1[CH2:21][CH2:22][CH2:23][CH2:24]1.[OH2:19]>>[O:1]=[C:2]1[CH:3]([C:7]([C:8](=[O:9])[O:10][CH2:11][CH3:12])=[O:13])[CH2:4][CH2:5][CH2:6]1. Reactants: O (water), C(C)(=O)OC1CC2=CC[C@H]3[C@@H]4CC=C(C(C)=O)[C@]4(CC[C@@H]3[C@]2(CC1)C)C (3-acetoxy-pregna-5,16-dien-20-one), solution, C[Al](C)C (trimethyl aluminum). Reagents/catalysts: [Cu]Br (copper(I) bromide). Run in O1CCOCC1 (dioxane), O1CCOCC1 (dioxane), C1(=CC=CC=C1)C (toluene). Run at temperature 20 celsius, time 10 minute. The product is C(C)(=O)OC1CC2=CC[C@H]3[C@@H]4C[C@H]([C@H](C(C)=O)[C@]4(CC[C@@H]3[C@]2(CC1)C)C)C (3-acetoxy-16α-methyl-pregn-5-en-20-one). The yield is 30.0%. As a reaction SMILES: [C:1]([O:4][CH:5]1[CH2:24][CH2:23][C@@:22]2([CH3:25])[C:7](=[CH:8][CH2:9][C@@H:10]3[C@@H:21]2[CH2:20][CH2:19][C@@:18]2([CH3:26])[C@H:11]3[CH2:12][CH:13]=[C:14]2[C:15](=[O:17])[CH3:16])[CH2:6]1)(=[O:3])[CH3:2].[CH3:27][Al](C)C.O>O1CCOCC1.C1(C)C=CC=CC=1.[Cu]Br>[C:1]([O:4][CH:5]1[CH2:24][CH2:23][C@@:22]2([CH3:25])[C:7](=[CH:8][CH2:9][C@@H:10]3[C@@H:21]2[CH2:20][CH2:19][C@@:18]2([CH3:26])[C@H:11]3[CH2:12][C@@H:13]([CH3:27])[C@@H:14]2[C:15](=[O:17])[CH3:16])[CH2:6]1)(=[O:3])[CH3:2]. Procedure details: 3.56 g (10 mmol) of 3-acetoxy-pregna-5,16-dien-20-one is dissolved in 20 ml of dioxane at 20° C. and mixed with 143.3 g (1 mmol) of copper(I) bromide. 9.4 ml (11 mmol) of a 10% solution of trimethyl aluminum in toluene is added to the reaction at room temperature under nitrogen atmosphere and, after completion of the addition, stirred for 10 minutes at 20° C. For hydrolysis of the reaction solution, 1 ml of water dissolved in 5 ml of dioxane is carefully added to the reaction. It is stirred for ... Starting materials: CCCC=1C2=C(N(N1)C)C(=O)NC(=N2)C=3C=C(C=CC3OCC)S(=O)(=O)N4CCN(CC4)C (Sildenafil), [OH-].[Na+] (NaOH). The product is N1=NC(C2=C1C=NC=N2)=O (pyrazolopyrimidinone). Yield: 77.0%. As a reaction SMILES: CCC[C:4]1[C:5]2[N:14]=[C:13](C3C=C(S(N4CCN(C)CC4)(=O)=O)C=CC=3OCC)[NH:12][C:10](=O)[C:6]=2[N:7](C)[N:8]=1.[OH-:34].[Na+]>>[N:7]1[C:6]2[CH:10]=[N:12][CH:13]=[N:14][C:5]=2[C:4](=[O:34])[N:8]=1 |f:1.2|. Reported procedure: Drug preparation: Sildenafil was synthesized in 6 steps according to reported procedures (Terrett et al., 1996) (U.S. Pat. No. 5,346,901. 1994). Briefly, commercially available 2-ethoxybenzoic acid was converted to 2-ethoxybenzoyl chloride with thionyl chloride. Reaction of 2-ethoxybenzoyl chloride with 4-amino-1-methyl-3-N-propylpyrazole-5-carboxamide yielded the amide in 90% yield. Cyclization of the amide using NaOH afforded pyrazolopyrimidinone in 77% yield. Chlorosulfonylation of the pyrazo... The reactants are C(C)(C)(C)OC(N(C)C1CCC(CC1)NCC1=C(C=CC(=C1)C=1C=NC(=CC1)F)OC)=O ({4-[5-(6-Fluoro-pyridin-3-yl)-2-methoxy-benzylamino]-cyclohexyl}-methyl-carbamic acid tert-butyl ester), ClC=1C2=C(SC1C(=O)Cl)C(=CC=C2F)F (3-Chloro-4,7-difluoro-benzo[b]thiophene-2-carbonyl chloride). Yields the product FC1=CC=C(C=N1)C=1C=CC(=C(CN(C(=O)C2=C(C3=C(S2)C(=CC=C3F)F)Cl)C3CCC(CC3)NC)C1)OC (3-Chloro-4,7-difluoro-benzo[b]thiophene-2-carboxylic acid [5-(6-fluoro-pyridin-3-yl)-2-methoxy-benzyl]-(4-methylamino-cyclohexyl)-amide). Reaction SMILES: C(OC(=O)[N:7]([CH:9]1[CH2:14][CH2:13][CH:12]([NH:15][CH2:16][C:17]2[CH:22]=[C:21]([C:23]3[CH:24]=[N:25][C:26]([F:29])=[CH:27][CH:28]=3)[CH:20]=[CH:19][C:18]=2[O:30][CH3:31])[CH2:11][CH2:10]1)[CH3:8])(C)(C)C.[Cl:33][C:34]1[C:35]2[C:45]([F:46])=[CH:44][CH:43]=[C:42]([F:47])[C:36]=2[S:37][C:38]=1[C:39](Cl)=[O:40]>>[F:29][C:26]1[N:25]=[CH:24][C:23]([C:21]2[CH:20]=[CH:19][C:18]([O:30][CH3:31])=[C:17]([CH:22]=2)[CH2:16][N:15]([CH:12]2[CH2:11][CH2:10][CH:9]([NH:7][CH3:8])[CH2:14][CH2:13]2)[C:39]([C:38]2[S:37][C:36]3[C:42]([F:47])=[CH:43][CH:44]=[C:45]([F:46])[C:35]=3[C:34]=2[Cl:33])=[O:40])=[CH:28][CH:27]=1. Procedure: Following the synthetic protocol described in Method D′; 3-Chloro-4,7-difluoro-benzo[b]thiophene-2-carboxylic acid [5-(6-fluoro-pyridin-3-yl)-2-methoxy-benzyl]-(4-methylamino-cyclohexyl)-amide is prepared starting from {4-[5-(6-Fluoro-pyridin-3-yl)-2-methoxy-benzylamino]-cyclohexyl}-methyl-carbamic acid tert-butyl ester and 3-Chloro-4,7-difluoro-benzo[b]thiophene-2-carbonyl chloride. The desired product is isolated in 57%.